Dataset: the Open Reaction Database (ORD), a public repository of structured organic reaction records. Task: describe an organic reaction: reactants, conditions, products, and yield Starting materials: COC1=NC=CC2=C1C(=NN2C(C2=CC=CC=C2)(C2=CC=CC=C2)C2=CC=CC=C2)C=2C=NNC2 (4-methoxy-3-(1H-pyrazol-4-yl)-1-trityl-1H-pyrazolo[4,3-c]pyridine), BrCC1CCC1 ((bromomethyl)cyclobutane). The product is C1(CCC1)CN1N=CC(=C1)C1=NNC2=C1C(=NC=C2)OC (3-(1-(Cyclobutylmethyl)-1H-pyrazol-4-yl)-4-methoxy-1H-pyrazolo[4,3-c]pyridine). Yield: 64.0%. Reaction SMILES: [CH3:1][O:2][C:3]1[C:8]2[C:9]([C:31]3[CH:32]=[N:33][NH:34][CH:35]=3)=[N:10][N:11](C(C3C=CC=CC=3)(C3C=CC=CC=3)C3C=CC=CC=3)[C:7]=2[CH:6]=[CH:5][N:4]=1.Br[CH2:37][CH:38]1[CH2:41][CH2:40][CH2:39]1>>[CH:38]1([CH2:37][N:34]2[CH:35]=[C:31]([C:9]3[C:8]4[C:3]([O:2][CH3:1])=[N:4][CH:5]=[CH:6][C:7]=4[NH:11][N:10]=3)[CH:32]=[N:33]2)[CH2:41][CH2:40][CH2:39]1. Procedure details: Prepared according to the general procedure described in Example 86 by reacting 4-methoxy-3-(1H-pyrazol-4-yl)-1-trityl-1H-pyrazolo[4,3-c]pyridine with (bromomethyl)cyclobutane to give the title compound (39.6 mg, 64% over two steps). LC-MS (Method G): m/z=284.1 [M+H]+; 3.72 min. 1H-NMR (400 MHz, DMSO): δ 13.73 (s, 1H), 8.13 (s, J=1.4, 1H), 8.04 (dd, J=8.0, J=1.4, 1H), 7.94 (d, J=6.0, 1H), 7.50 (d, J=8.0, 1H), 7.19 (d, J=6.0, 1H), 4.02 (s, 3H), 3.68 (s, 5H), 3.61-3.54 (m, 3H), 3.26-3.20 (m, 3H). Run at time 2 hour. Reaction SMILES: [C:1]1([CH3:10])[CH:6]=[CH:5][C:4]([C:7](Cl)=[O:8])=[CH:3][CH:2]=1.O=P12OP3(OP(OP(O3)(O1)=O)(=O)O2)=O.C[Si]([C:29]#[N:30])(C)C.[Sn](Cl)(Cl)(Cl)Cl>C(Cl)Cl>[C:1]1([CH3:10])[CH:6]=[CH:5][C:4]([C:7]([C:29]#[N:30])=[O:8])=[CH:3][CH:2]=1. Product: C1(=CC=C(C=C1)C(=O)C#N)C (p-toluoyl cyanide). Solvent: C(Cl)Cl (methylene chloride), hexanes. Reported procedure: p-Toluoyl cyanide was prepared according to the general procedure reported by Olah et al. [supra]. Under dry conditions, 1.35 mL of p-toluoyl chloride (98%, Aldrich) (10.2 mmol), 26 mL of methylene chloride, freshly distilled from phosphorus pentoxide under nitrogen, and 1.53 mL of trimethylsilyl cyanide (11.5 mmol) were added to a 100-mL round bottom flask. To this solution 0.25 mL of tin (IV) chloride (2.1 mmol) was added. This mixture was stirred for 2 hr at room temperature. During the 2 hr,... The reactants are C1(=CC=C(C=C1)C(=O)Cl)C (p-toluoyl chloride), O=P12OP3(=O)OP(=O)(O1)OP(=O)(O2)O3 (phosphorus pentoxide), [Sn](Cl)(Cl)(Cl)Cl (tin (IV) chloride), crude product, C[Si](C)(C)C#N (trimethylsilyl cyanide). Isolated yield 85.5%. The reactants are ClC1=C(N)C=C(C(=C1)Cl)OC (2,4-dichloro-5-methoxyaniline), [H-].[Na+] (sodium hydride), ClC1=C2C(=NC=C1C#N)C=C(S2)C2=CC=CC=C2 (7-chloro-2-phenylthieno[3,2-b]pyridine-6-carbonitrile). The solvent is O1CCCC1 (tetrahydrofuran). Run at time 8 hour. Yields the product ClC1=C(C=C(C(=C1)Cl)OC)NC1=C2C(=NC=C1C#N)C=C(S2)C2=CC=CC=C2 (7-[(2,4-dichloro-5-methoxyphenyl)amino]-2-phenylthieno[3,2-b]pyridine-6-carbonitrile). The yield is 11.7%. Reaction SMILES: [Cl:1][C:2]1[CH:8]=[C:7]([Cl:9])[C:6]([O:10][CH3:11])=[CH:5][C:3]=1[NH2:4].[H-].[Na+].Cl[C:15]1[C:20]([C:21]#[N:22])=[CH:19][N:18]=[C:17]2[CH:23]=[C:24]([C:26]3[CH:31]=[CH:30][CH:29]=[CH:28][CH:27]=3)[S:25][C:16]=12>O1CCCC1>[Cl:1][C:2]1[CH:8]=[C:7]([Cl:9])[C:6]([O:10][CH3:11])=[CH:5][C:3]=1[NH:4][C:15]1[C:20]([C:21]#[N:22])=[CH:19][N:18]=[C:17]2[CH:23]=[C:24]([C:26]3[CH:27]=[CH:28][CH:29]=[CH:30][CH:31]=3)[S:25][C:16]=12 |f:1.2|. Procedure: A mixture of 2,4-dichloro-5-methoxyaniline (336 mg, 1.75 mmol) and 60% sodium hydride (69 mg, 1.73 mmol) in 10 mL of tetrahydrofuran is heated at reflux for 40 minutes. The solution is cooled and 7-chloro-2-phenylthieno[3,2-b]pyridine-6-carbonitrile (270 mg, 1.0 mmol) is added. The reaction mixture is heated at reflux for 5.5 hours then allowed to stir at room temperature overnight. The resultant black solution is partitioned between ethyl acetate and water. The aqueous layer is acidified with 1... Starting materials: CCN1c2c(cccc2C(C)(C)C)C(O)CC1CO[SiH](C)C, C=CCBr, [H-], [Na+], CN(C)C=O, O. The product is C=CCOC1CC(CO[SiH](C)C)N(CC)c2c1cccc2C(C)(C)C. As a reaction SMILES: [C:1]([CH3:2])([CH3:3])([CH3:4])[c:5]1[cH:6][cH:7][cH:8][c:9]2[c:14]1[N:13]([CH2:15][CH3:16])[CH:12]([CH2:17][O:18][SiH:19]([CH3:20])[CH3:21])[CH2:11][CH:10]2[OH:22].[CH2:25]([CH:26]=[CH2:27])[Br:28].[H-:23].[Na+:24].[O:30]=[CH:31][N:32]([CH3:33])[CH3:34].[OH2:29]>>[C:1]([CH3:2])([CH3:3])([CH3:4])[c:5]1[cH:6][cH:7][cH:8][c:9]2[c:14]1[N:13]([CH2:15][CH3:16])[CH:12]([CH2:17][O:18][SiH:19]([CH3:20])[CH3:21])[CH2:11][CH:10]2[O:22][CH2:27][CH:26]=[CH2:25].